This data is from the Open Reaction Database (ORD), a public repository of structured organic reaction records. The task is: describe an organic reaction: reactants, conditions, products, and yield Reactants: ClC=1N=C(C2=C(N1)C(=CS2)C(C)C)Cl (2,4-dichloro-7-isopropylthieno[3,2-d]pyrimidine), C(C=C)N (allylamine), ice water. Solvent: CN(C)C=O (DMF). Run at temperature 0 celsius, time 5 minute. Yields the product C(C=C)NC=1C2=C(N=C(N1)Cl)C(=CS2)C(C)C (4-Allylamino-2-chloro-7-isopropylthieno[3,2-d]pyrimidine). Isolated yield 94.0%. As a reaction SMILES: [Cl:1][C:2]1[N:3]=[C:4](Cl)[C:5]2[S:10][CH:9]=[C:8]([CH:11]([CH3:13])[CH3:12])[C:6]=2[N:7]=1.[CH2:15]([NH2:18])[CH:16]=[CH2:17]>CN(C=O)C>[CH2:15]([NH:18][C:4]1[C:5]2[S:10][CH:9]=[C:8]([CH:11]([CH3:13])[CH3:12])[C:6]=2[N:7]=[C:2]([Cl:1])[N:3]=1)[CH:16]=[CH2:17]. Reported procedure: In 5 ml of DMF, 71 mg (0.29 mmol) of 2,4-dichloro-7-isopropylthieno[3,2-d]pyrimidine was dissolved, and then 36 mg (0.63 mmol) of allylamine was added dropwise thereto under ice cooling over 5 minutes. The reaction solution was stirred at 0° C. for one hour and then allowed to resume room temperature, followed by stirring for further 1 hour. After completion of the reaction, ice water was added to the reaction mixture, followed by extraction with ethyl acetate (50 ml×3). After the organic layer ... Reactants: BrC=1SC=C(C1CC(=O)OC)Br (methyl (2,4-dibromothien-3-yl)acetate), C(=O)(O)C1=CC=C(C=C1)B(O)O (4-carboxybenzeneboronic acid), C(=O)([O-])[O-].[Na+].[Na+] (Na2CO3). Reagents/catalysts: C=1C=CC(=CC1)[P](C=2C=CC=CC2)(C=3C=CC=CC3)[Pd]([P](C=4C=CC=CC4)(C=5C=CC=CC5)C=6C=CC=CC6)([P](C=7C=CC=CC7)(C=8C=CC=CC8)C=9C=CC=CC9)[P](C=1C=CC=CC1)(C=1C=CC=CC1)C=1C=CC=CC1 (Pd(PPh3)4). Solvent: CC#N (CH3CN). The product is BrC=1C(=C(SC1)C1=CC=C(C(=O)O)C=C1)CC(=O)OC (4-(4-bromo-3-methoxycarbonylmethyl-thiophen-2-yl)-benzoic acid). The yield is 69.7%. RXN SMILES: Br[C:2]1[S:3][CH:4]=[C:5]([Br:12])[C:6]=1[CH2:7][C:8]([O:10][CH3:11])=[O:9].[C:13]([C:16]1[CH:21]=[CH:20][C:19](B(O)O)=[CH:18][CH:17]=1)([OH:15])=[O:14].C([O-])([O-])=O.[Na+].[Na+]>CC#N.C1C=CC([P]([Pd]([P](C2C=CC=CC=2)(C2C=CC=CC=2)C2C=CC=CC=2)([P](C2C=CC=CC=2)(C2C=CC=CC=2)C2C=CC=CC=2)[P](C2C=CC=CC=2)(C2C=CC=CC=2)C2C=CC=CC=2)(C2C=CC=CC=2)C2C=CC=CC=2)=CC=1>[Br:12][C:5]1[C:6]([CH2:7][C:8]([O:10][CH3:11])=[O:9])=[C:2]([C:19]2[CH:20]=[CH:21][C:16]([C:13]([OH:15])=[O:14])=[CH:17][CH:18]=2)[S:3][CH:4]=1 |f:2.3.4,^1:37,39,58,77|. Procedure details: Pd(PPh3)4 (0.046 g, 0.4 mmol was added to a degassed solution of methyl (2,4-dibromothien-3-yl)acetate (2.51 g, 8 mmol) and 4-carboxybenzeneboronic acid (1.32 g, 8 mmol) in Na2CO3(40 mL, 0.4 M, 16 mmol) and CH3CN (40 mL). The mixture was heated to reflux overnight under argon for 16 h. The solution was filtered hot and the filtrate was concentrated to about half volume. The solution was extracted with CH2Cl2. The aqueous phase was acidified with concentrated HCl and the resulting solid was colle... Starting materials: C(C)(C)(C)N1CCC(CC1)NNC(=O)OC(C)(C)C (tert-butyl 2-(1-tert-butylpiperidin-4-yl)hydrazinecarboxylate), Cl.CCOC(=O)C (HCl EtOAc). Run at time 8 hour. Product: Cl.C(C)(C)(C)N1CCC(CC1)NN (1-tert-butyl-4-hydrazinylpiperidine hydrochloride). The yield is 100.0%. RXN SMILES: [C:1]([N:5]1[CH2:10][CH2:9][CH:8]([NH:11][NH:12]C(OC(C)(C)C)=O)[CH2:7][CH2:6]1)([CH3:4])([CH3:3])[CH3:2].[ClH:20].CCOC(C)=O>>[ClH:20].[C:1]([N:5]1[CH2:6][CH2:7][CH:8]([NH:11][NH2:12])[CH2:9][CH2:10]1)([CH3:4])([CH3:2])[CH3:3] |f:1.2,3.4|. Procedure details: A mixture of tert-butyl 2-(1-tert-butylpiperidin-4-yl)hydrazinecarboxylate (350 mg, 1.29 mmol) in sat. HCl/EtOAc solution (20 mL) was stirred at room temperature overnight. The solvent was removed under reduce pressure to afford 1-tert-butyl-4-hydrazinylpiperidine hydrochloride (268 mg, 100% yield), which was used in the next step without further purification. LCMS (ESI) m/z: 172.3 [M+H+]. The reactants are FC1=CC=C(C(=O)OCC)C=C1 (Ethyl 4-fluorobenzoate), C(C)(C)(C)S[Na] (tert-butylsulfanylsodium). The solvent is CN(C)C=O (DMF). Reaction conditions: temperature 80 celsius. The product is C(C)(C)(C)SC1=CC=C(C(=O)OCC)C=C1 (ethyl 4-tert-butylsulfanylbenzoate). RXN SMILES: F[C:2]1[CH:12]=[CH:11][C:5]([C:6]([O:8][CH2:9][CH3:10])=[O:7])=[CH:4][CH:3]=1.[C:13]([S:17][Na])([CH3:16])([CH3:15])[CH3:14]>CN(C=O)C>[C:13]([S:17][C:2]1[CH:12]=[CH:11][C:5]([C:6]([O:8][CH2:9][CH3:10])=[O:7])=[CH:4][CH:3]=1)([CH3:16])([CH3:15])[CH3:14]. Procedure: Ethyl 4-fluorobenzoate (5.00 g, 29.7 mmol) and tert-butylsulfanylsodium (6.67 g, 59.5 mmol) were combined in DMF (50 mL). The reaction mixture was heated at 80° C. for 67 hours. The reaction mixture was partitioned between ethyl acetate (100 mL) and water (100 mL). The layers were separated and the aqueous layer was extracted with ethyl acetate (2×100 mL). The combined organic layers were dried over sodium sulfate, filtered and the solvent was evaporated under reduced pressure to yield ethyl 4-t... The reactants are CC(C)(C)OC(=O)COc1cccc(CNCc2ccc(-c3nccs3)cc2)c1, ClCCl, O=S(=O)(Cl)c1cccc(F)c1, O=S(=O)(Cl)Cl. Yields the product CC(C)(C)OC(=O)COc1cccc(CN(Cc2ccc(-c3nccs3)cc2)S(=O)(=O)c2cccc(F)c2)c1. As a reaction SMILES: [C:1]([CH3:2])([CH3:3])([CH3:4])[O:5][C:6]([CH2:7][O:8][c:9]1[cH:10][c:11]([CH2:15][NH:16][CH2:17][c:18]2[cH:19][cH:20][c:21](-[c:24]3[s:25][cH:26][cH:27][n:28]3)[cH:22][cH:23]2)[cH:12][cH:13][cH:14]1)=[O:29].[Cl:46][CH2:47][Cl:48].[F:30][c:31]1[cH:32][c:33]([S:37](=[O:38])(=[O:39])[Cl:40])[cH:34][cH:35][cH:36]1.[S:41]([Cl:42])([Cl:43])(=[O:44])=[O:45]>>[C:1]([CH3:2])([CH3:3])([CH3:4])[O:5][C:6]([CH2:7][O:8][c:9]1[cH:10][c:11]([CH2:15][N:16]([CH2:17][c:18]2[cH:19][cH:20][c:21](-[c:24]3[s:25][cH:26][cH:27][n:28]3)[cH:22][cH:23]2)[S:37]([c:33]2[cH:32][c:31]([F:30])[cH:36][cH:35][cH:34]2)(=[O:38])=[O:39])[cH:12][cH:13][cH:14]1)=[O:29]. The reactants are N1CCC(CC1)N1C(NC2=NC=CC=C21)=O (1-piperidin-4-yl-1,3-dihydroimidazo[4,5-b]pyridin-2-one), ClC1=NC(=CC(=C1)C(=O)C1=CC2=C(N(C(O2)=O)C)C(=C1)C)OC (6-(2-chloro-6-methoxy-pyridine-4-carbonyl)-3,4-dimethyl-3H-benzoxazol-2-one). The solvent is CN1CCCC1=O (NMP). Reaction conditions: temperature 120 celsius, time 12 hour. Yields the product CN1C(OC2=C1C(=CC(=C2)C(=O)C2=CC(=NC(=C2)OC)N2CCC(CC2)N2C(NC1=NC=CC=C12)=O)C)=O (1-[4′-(3,4-dimethyl-2-oxo-2,3-dihydro-benzoxazole-6-carbonyl)-6′-methoxy-3,4,5,6-tetrahydro-2H-[1,2′]bipyridinyl-4-yl]-1,3-dihydro-imidazo[4,5-b]pyridin-2-one). As a reaction SMILES: [NH:1]1[CH2:6][CH2:5][CH:4]([N:7]2[C:15]3[C:10](=[N:11][CH:12]=[CH:13][CH:14]=3)[NH:9][C:8]2=[O:16])[CH2:3][CH2:2]1.Cl[C:18]1[CH:23]=[C:22]([C:24]([C:26]2[CH:36]=[C:35]([CH3:37])[C:29]3[N:30]([CH3:34])[C:31](=[O:33])[O:32][C:28]=3[CH:27]=2)=[O:25])[CH:21]=[C:20]([O:38][CH3:39])[N:19]=1>CN1C(=O)CCC1>[CH3:34][N:30]1[C:29]2[C:35]([CH3:37])=[CH:36][C:26]([C:24]([C:22]3[CH:21]=[C:20]([O:38][CH3:39])[N:19]=[C:18]([N:1]4[CH2:2][CH2:3][CH:4]([N:7]5[C:15]6[C:10](=[N:11][CH:12]=[CH:13][CH:14]=6)[NH:9][C:8]5=[O:16])[CH2:5][CH2:6]4)[CH:23]=3)=[O:25])=[CH:27][C:28]=2[O:32][C:31]1=[O:33]. Procedure details: 785 mg (3.60 mmol) 1-piperidin-4-yl-1,3-dihydroimidazo[4,5-b]pyridin-2-one and 420 mg (1.26 mmol) 6-(2-chloro-6-methoxy-pyridine-4-carbonyl)-3,4-dimethyl-3H-benzoxazol-2-one were combined in 3 mL NMP and stirred for 12 h at 120° C. The mixture was purified by preparative HPLC-MS. The fractions containing the product were combined and the acetonitrile was eliminated i. vac. The residue was diluted with water, the precipitated solid was suction filtered, washed with water and dried.